From a dataset of the Open Reaction Database (ORD), a public repository of structured organic reaction records. describe an organic reaction: reactants, conditions, products, and yield The reactants are [H-].[Al+3].[Li+].[H-].[H-].[H-] (lithium aluminium hydride), [OH-].[Na+] (sodium hydroxide), C(C)OC(=O)CC1C(OC2=CC=C(C=C2C1)F)(C)C (3-ethoxycarbonylmethyl-2,2-dimethyl-6-fluoro-chroman), O (water), O (water). The solvent is C(C)OCC (diethyl ether), C(C)OCC (diethyl ether). Reaction conditions: time 2 hour. Yields the product CC1(OC2=CC=C(C=C2CC1CCO)F)C (2,2-dimethyl-6-fluoro-3-(2-hydroxyethyl)-chroman). As a reaction SMILES: C([O:3][C:4]([CH2:6][CH:7]1[CH2:16][C:15]2[C:10](=[CH:11][CH:12]=[C:13]([F:17])[CH:14]=2)[O:9][C:8]1([CH3:19])[CH3:18])=O)C.[H-].[Al+3].[Li+].[H-].[H-].[H-].O.[OH-].[Na+]>C(OCC)C>[CH3:18][C:8]1([CH3:19])[CH:7]([CH2:6][CH2:4][OH:3])[CH2:16][C:15]2[C:10](=[CH:11][CH:12]=[C:13]([F:17])[CH:14]=2)[O:9]1 |f:1.2.3.4.5.6,8.9|. Procedure details: A solution of 3.4 g (12.7 mmol) of 3-ethoxycarbonylmethyl-2,2-dimethyl-6-fluoro-chroman in 40 ml of absolute diethyl ether is added dropwise within a period of 30 minutes, while cooling with ice, to a suspension of 0.97 g (25.5 mmol) of lithium aluminium hydride in 30 ml of absolute diethyl ether. The reaction mixture is then stirred for 2 hours at room temperature and then carefully decomposed with 1 ml of water, 1 ml of sodium hydroxide solution (15%) and 3 ml of water. The resulting precipita... Reactants: ClC1=C(C(=NC2=CC=C(C=C12)C(O)C1=CN=C(N1C)C)OC)CC1=CC=C(C=C1)F ((4-Chloro-3-(4-fluorobenzyl)-2-methoxyquinolin-6-yl)(1,2-dimethyl-1H-imidazol-5-yl)methanol), Intermediate 46, N#N (N2). The reagents and catalysts are O=[Mn]=O (MnO2). Solvent: O1CCOCC1 (1,4-dioxane). The product is ClC1=C(C(=NC2=CC=C(C=C12)C(=O)C1=CN=C(N1C)C)OC)CC1=CC=C(C=C1)F ((4-Chloro-3-(4-fluorobenzyl)-2-methoxyquinolin-6-yl)(1,2-dimethyl-1H-imidazol-5-yl)methanone). RXN SMILES: [Cl:1][C:2]1[C:11]2[C:6](=[CH:7][CH:8]=[C:9]([CH:12]([C:14]3[N:18]([CH3:19])[C:17]([CH3:20])=[N:16][CH:15]=3)[OH:13])[CH:10]=2)[N:5]=[C:4]([O:21][CH3:22])[C:3]=1[CH2:23][C:24]1[CH:29]=[CH:28][C:27]([F:30])=[CH:26][CH:25]=1.N#N>O=[Mn]=O.O1CCOCC1>[Cl:1][C:2]1[C:11]2[C:6](=[CH:7][CH:8]=[C:9]([C:12]([C:14]3[N:18]([CH3:19])[C:17]([CH3:20])=[N:16][CH:15]=3)=[O:13])[CH:10]=2)[N:5]=[C:4]([O:21][CH3:22])[C:3]=1[CH2:23][C:24]1[CH:25]=[CH:26][C:27]([F:30])=[CH:28][CH:29]=1. Procedure details: (4-Chloro-3-(4-fluorobenzyl)-2-methoxyquinolin-6-yl)(1,2-dimethyl-1H-imidazol-5-yl)methanol (224.2 mg, 0.526 mmol, Intermediate 46: step a), 1,4-dioxane (2.6 mL) and activated MnO2 (232 mg, 2.67 mmol) were combined in a round-bottom flask and the mixture was refluxed under a positive pressure of N2 overnight. The reaction was allowed to cool to ambient temperature, then filtered through Celite® and rinsed with dichloromethane. The filtrate was washed with water, and the aqueous layer was extract... The reactants are CC1(C)C2CCC1(CS(=O)(=O)O)C(=O)C2, CC(C)O, CNC(=O)c1cccc(F)c1Nc1nc(Cl)ncc1Cl, CCN1CC(O)(CO)COc2cc(N)ccc21. The product is CCN1CC(O)(CO)COc2cc(Nc3ncc(Cl)c(Nc4c(F)cccc4C(=O)NC)n3)ccc21. As a reaction SMILES: [C:1]12([CH2:2][S:3]([OH:4])(=[O:5])=[O:6])[C:7]([CH3:8])([CH3:9])[CH:10]([CH2:11][CH2:12]1)[CH2:13][C:14]2=[O:15].[CH:53]([OH:54])([CH3:55])[CH3:56].[Cl:16][c:17]1[n:18][cH:19][c:20]([Cl:35])[c:21]([NH:23][c:24]2[c:25]([C:26](=[O:27])[NH:28][CH3:29])[cH:30][cH:31][cH:32][c:33]2[F:34])[n:22]1.[NH2:36][c:37]1[cH:38][c:39]2[c:40]([cH:51][cH:52]1)[N:41]([CH2:49][CH3:50])[CH2:42][C:43]([OH:46])([CH2:47][OH:48])[CH2:44][O:45]2>>[c:17]1([NH:36][c:37]2[cH:38][c:39]3[c:40]([cH:51][cH:52]2)[N:41]([CH2:49][CH3:50])[CH2:42][C:43]([OH:46])([CH2:47][OH:48])[CH2:44][O:45]3)[n:18][cH:19][c:20]([Cl:35])[c:21]([NH:23][c:24]2[c:25]([C:26](=[O:27])[NH:28][CH3:29])[cH:30][cH:31][cH:32][c:33]2[F:34])[n:22]1. Reactants: O=C(O)c1ccc(C(=O)Nc2ccc(Cl)c(-c3ccccn3)c2)c(Cl)c1, Nc1ccncc1. Yields the product O=C(Nc1ccncc1)c1ccc(C(=O)Nc2ccc(Cl)c(-c3ccccn3)c2)c(Cl)c1. As a reaction SMILES: [Cl:1][c:2]1[cH:3][c:4]([C:5](=[O:6])[OH:7])[cH:8][cH:9][c:10]1[C:11]([NH:12][c:13]1[cH:14][c:15](-[c:20]2[n:21][cH:22][cH:23][cH:24][cH:25]2)[c:16]([Cl:19])[cH:17][cH:18]1)=[O:26].[NH2:27][c:28]1[cH:29][cH:30][n:31][cH:32][cH:33]1>>[Cl:1][c:2]1[cH:3][c:4]([C:5](=[O:7])[NH:27][c:28]2[cH:29][cH:30][n:31][cH:32][cH:33]2)[cH:8][cH:9][c:10]1[C:11]([NH:12][c:13]1[cH:14][c:15](-[c:20]2[n:21][cH:22][cH:23][cH:24][cH:25]2)[c:16]([Cl:19])[cH:17][cH:18]1)=[O:26]. Reactants: Cl, C1COCCO1, CC1(O)CCC(NC(=O)OC(C)(C)C)CC1. Yields the product Cl, CC1(O)CCC(N)CC1. As a reaction SMILES: [ClH:1].[O:18]1[CH2:19][CH2:20][O:21][CH2:22][CH2:23]1.[OH:2][C:3]1([CH3:17])[CH2:4][CH2:5][CH:6]([NH:9][C:10](=[O:11])[O:12][C:13]([CH3:14])([CH3:15])[CH3:16])[CH2:7][CH2:8]1>>[ClH:1].[OH:2][C:3]1([CH3:17])[CH2:4][CH2:5][CH:6]([NH2:9])[CH2:7][CH2:8]1.